Dataset: the Open Reaction Database (ORD), a public repository of structured organic reaction records. Task: describe an organic reaction: reactants, conditions, products, and yield The reactants are Cc1nn(-c2cc(Oc3ccc(OC(C)C(=O)OC(C)(C)C)cn3)c(Cl)cc2F)c(=O)n1C(F)F, CC(Cl)C(=O)OC(C)(C)C, O=C(O)C(F)(F)F. The product is Cc1nn(-c2cc(Oc3ccc(OC(C)C(=O)O)cn3)c(Cl)cc2F)c(=O)n1C(F)F. RXN SMILES: [Cl:1][c:2]1[c:3]([O:4][c:5]2[n:6][cH:7][c:8]([O:11][CH:12]([C:13](=[O:14])[O:15][C:16]([CH3:17])([CH3:18])[CH3:19])[CH3:20])[cH:9][cH:10]2)[cH:21][c:22](-[n:26]2[n:27][c:28]([CH3:35])[n:29]([CH:32]([F:33])[F:34])[c:30]2=[O:31])[c:23]([F:25])[cH:24]1.[Cl:36][CH:37]([CH3:38])[C:39]([O:40][C:41]([CH3:42])([CH3:43])[CH3:44])=[O:45].[OH:46][C:47]([C:48]([F:49])([F:50])[F:51])=[O:52]>>[Cl:1][c:2]1[c:3]([O:4][c:5]2[n:6][cH:7][c:8]([O:11][CH:12]([C:13](=[O:14])[OH:15])[CH3:20])[cH:9][cH:10]2)[cH:21][c:22](-[n:26]2[n:27][c:28]([CH3:35])[n:29]([CH:32]([F:33])[F:34])[c:30]2=[O:31])[c:23]([F:25])[cH:24]1. Starting materials: CC1=CC(=C(C=C1NC(=O)C)[N+](=O)[O-])C (2,4-Dimethyl-5-nitroacetanilide), [S] (sulfur), [H][H] (hydrogen), [H][H] (hydrogen). The product is CC1=CC(=C(C=C1N)NC(=O)C)C (5-amino-2,4-dimethylacetanilide). Run in C(C)O (ethanol). As a reaction SMILES: [CH3:1][C:2]1[C:7]([NH:8][C:9]([CH3:11])=[O:10])=[CH:6][C:5]([N+:12]([O-])=O)=[C:4]([CH3:15])[CH:3]=1.[H][H].[S]>C(O)C.[Ni]>[CH3:15][C:4]1[C:5]([NH2:12])=[CH:6][C:7]([NH:8][C:9]([CH3:11])=[O:10])=[C:2]([CH3:1])[CH:3]=1 |^3:17|. Reagents/catalysts: [Ni] (Raney nickel). Reported procedure: 2,4-Dimethyl-5-nitroacetanilide (20.8 g., 100 mmole) in ethanol (400 ml.) was reduced over Raney nickel at about 45 psi of hydrogen gas. After the hydrogen uptake was complete, the mixture was deactivated with elementary sulfur, filtered, and the filtrate was evaporated under reduced pressure to give the product as a solid, m.p. 163°-164° C. The reactants are CCO, COC(=O)C1=Cc2cc(-c3ccc(C)cc3)sc2CCC1, [Na+], C1CCOC1, [OH-]. Product: Cc1ccc(-c2cc3c(s2)CCCC(C(=O)O)=C3)cc1. As a reaction SMILES: [CH2:29]([OH:30])[CH3:31].[CH3:1][c:2]1[cH:3][cH:4][c:5](-[c:8]2[cH:9][c:10]3[c:11]([s:12]2)[CH2:13][CH2:14][CH2:15][C:16]([C:18](=[O:19])[O:20][CH3:21])=[CH:17]3)[cH:6][cH:7]1.[Na+:23].[O:24]1[CH2:25][CH2:26][CH2:27][CH2:28]1.[OH-:22]>>[CH3:1][c:2]1[cH:3][cH:4][c:5](-[c:8]2[cH:9][c:10]3[c:11]([s:12]2)[CH2:13][CH2:14][CH2:15][C:16]([C:18](=[O:19])[OH:20])=[CH:17]3)[cH:6][cH:7]1. Starting materials: Brc1ccc2sccc2c1, CC(=O)C1CC1, CC#N, I, [Mg], C1CCOC1, O. RXN SMILES: [Br:2][c:3]1[cH:4][cH:5][c:6]2[c:7]([cH:8][cH:9][s:10]2)[cH:11]1.[C:13]([CH3:14])(=[O:15])[CH:16]1[CH2:17][CH2:18]1.[CH3:24][C:25]#[N:26].[I:12].[Mg:1].[O:19]1[CH2:20][CH2:21][CH2:22][CH2:23]1.[OH2:27]>>[c:3]1([C:13]([CH3:14])([OH:15])[CH:16]2[CH2:17][CH2:18]2)[cH:4][cH:5][c:6]2[c:7]([cH:8][cH:9][s:10]2)[cH:11]1. Yields the product CC(O)(c1ccc2sccc2c1)C1CC1. The reactants are [OH-].[Na+] (sodium hydroxide), CSCCC1C(NC(N1)=O)=O (5-(beta-methylmercaptoethyl)-hydantoin). Reported procedure: A mixture of 13.1 g of 98% sodium hydroxide pellets (0.32 mole) and 17.4 g (0.10 mole) of 5-(beta-methylmercaptoethyl)-hydantoin in 100 ml of water-saturated n-hexanol was heated to boiling over 25 minutes and refluxed with stirring for 26 minutes, after which the reaction mixture was quenched. The cold reaction mixture was stirred with 75 ml water for 1/4 hour, and the aqueous phase was separated. The organic phase (n-hexanol) was washed with four 25 ml portions of water. The combined, filtered... Conditions: time 25 minute. Isolated yield 21.4%. Run in O (water), O (water). RXN SMILES: [OH-:1].[Na+].[CH3:3][S:4][CH2:5][CH2:6][CH:7]1[NH:11]C(=O)N[C:8]1=[O:13]>O>[NH2:11][C@H:7]([C:8]([OH:13])=[O:1])[CH2:6][CH2:5][S:4][CH3:3] |f:0.1|. Yields the product N[C@@H](CCSC)C(=O)O (methionine). Starting materials: N1=CN=CC(=C1)C(=O)O (5-pyrimidyl carboxylic acid), C(=O)(N1C=NC=C1)N1C=NC=C1 (carbonyldiimidazole). The solvent is C(Cl)Cl (methylene chloride). Reaction conditions: time 3 hour. Yields the product [N-]1C=NC=C1.N1=CN=CC(=C1)C(=O)O (5-pyrimidyl carboxylic acid imidazolide). As a reaction SMILES: [N:1]1[CH:6]=[C:5]([C:7]([OH:9])=[O:8])[CH:4]=[N:3][CH:2]=1.C(N1C=CN=C1)(N1C=CN=C1)=O>C(Cl)Cl>[N-:3]1[CH:5]=[CH:6][N:1]=[CH:2]1.[N:1]1[CH:6]=[C:5]([C:7]([OH:9])=[O:8])[CH:4]=[N:3][CH:2]=1 |f:3.4|. Procedure: 5-pyrimidyl carboxylic acid, 1.9 gm, was added to 30 ml of methylene chloride. 2.4 gm of carbonyldiimidazole was added to the system. The system was stirred at room temperature for 3 hours to form the 5-pyrimidyl carboxylic acid imidazolide. Reactants: CC1(C)OB(Cc2ccccc2)OC1(C)C, COc1ccc(CN(Cc2ccc(OC)cc2)c2nc(C)nc(-c3cc(Cl)cnc3Nc3ccc(OC)nc3)n2)cc1, [Na+], [Na+], O=C([O-])[O-], O=C(C=Cc1ccccc1)C=Cc1ccccc1, C1COCCO1, O=C(C=Cc1ccccc1)C=Cc1ccccc1, O=C(C=Cc1ccccc1)C=Cc1ccccc1, O, [Pd], [Pd]. The product is COc1ccc(CN(Cc2ccc(OC)cc2)c2nc(C)nc(-c3cc(Cc4ccccc4)cnc3Nc3ccc(OC)nc3)n2)cc1. Reaction SMILES: [CH2:1]([c:2]1[cH:3][cH:4][cH:5][cH:6][cH:7]1)[B:8]1[O:9][C:10]([CH3:11])([CH3:12])[C:13]([CH3:14])([CH3:15])[O:16]1.[Cl:17][c:18]1[cH:19][c:20](-[c:33]2[n:34][c:35]([N:40]([CH2:41][c:42]3[cH:43][cH:44][c:45]([O:48][CH3:49])[cH:46][cH:47]3)[CH2:50][c:51]3[cH:52][cH:53][c:54]([O:57][CH3:58])[cH:55][cH:56]3)[n:36][c:37]([CH3:39])[n:38]2)[c:21]([NH:24][c:25]2[cH:26][n:27][c:28]([O:31][CH3:32])[cH:29][cH:30]2)[n:22][cH:23]1.[Na+:65].[Na+:66].[O-:67][C:68](=[O:69])[O-:70].[O:109]=[C:110]([CH:111]=[CH:112][c:113]1[cH:114][cH:115][cH:116][cH:117][cH:118]1)[CH:119]=[CH:120][c:121]1[cH:122][cH:123][cH:124][cH:125][cH:126]1.[O:59]1[CH2:60][CH2:61][O:62][CH2:63][CH2:64]1.[O:73]=[C:74]([CH:75]=[CH:76][c:77]1[cH:78][cH:79][cH:80][cH:81][cH:82]1)[CH:83]=[CH:84][c:85]1[cH:86][cH:87][cH:88][cH:89][cH:90]1.[O:91]=[C:92]([CH:93]=[CH:94][c:95]1[cH:96][cH:97][cH:98][cH:99][cH:100]1)[CH:101]=[CH:102][c:103]1[cH:104][cH:105][cH:106][cH:107][cH:108]1.[OH2:127].[Pd:71].[Pd:72]>>[CH2:1]([c:2]1[cH:3][cH:4][cH:5][cH:6][cH:7]1)[c:18]1[cH:19][c:20](-[c:33]2[n:34][c:35]([N:40]([CH2:41][c:42]3[cH:43][cH:44][c:45]([O:48][CH3:49])[cH:46][cH:47]3)[CH2:50][c:51]3[cH:52][cH:53][c:54]([O:57][CH3:58])[cH:55][cH:56]3)[n:36][c:37]([CH3:39])[n:38]2)[c:21]([NH:24][c:25]2[cH:26][n:27][c:28]([O:31][CH3:32])[cH:29][cH:30]2)[n:22][cH:23]1.